This data is from the Open Reaction Database (ORD), a public repository of structured organic reaction records. The task is: describe an organic reaction: reactants, conditions, products, and yield The reactants are FC1=C(C=C(C=C1)F)[C@@H]1N(CCC1)C1=CC=2N(C=C1)N=CC2C(=O)N2CC(C2)=C ((R)-(5-(2-(2,5-difluorophenyl)pyrrolidin-1-yl)pyrazolo[1,5-a]pyridin-3-yl)(3-methyleneazetidin-1-yl)methanone), C[N+]1(CCOCC1)[O-] (4-methylmorpholine N-oxide), C1CCOC1.O (THF Water). The reagents and catalysts are [Os](=O)(=O)(=O)=O (Osmium tetroxide). Solvent: C(C)(=O)OCC (ethyl acetate). Conditions: temperature 25 celsius, time 16 hour. The product is FC1=C(C=C(C=C1)F)[C@@H]1N(CCC1)C1=CC=2N(C=C1)N=CC2C(=O)N2CC(C2)(CO)O ((R)-(5-(2-(2,5-difluorophenyl)pyrrolidin-1-yl)pyrazolo[1,5-a]pyridin-3-yl)(3-hydroxy-3-(hydroxymethyl)azetidin-1-yl)methanone). Reaction SMILES: [F:1][C:2]1[CH:7]=[CH:6][C:5]([F:8])=[CH:4][C:3]=1[C@H:9]1[CH2:13][CH2:12][CH2:11][N:10]1[C:14]1[CH:19]=[CH:18][N:17]2[N:20]=[CH:21]C(C(N3CC(=C)C3)=O)=[C:16]2[CH:15]=1.[CH3:30][N+:31]1([O-])[CH2:36][CH2:35][O:34][CH2:33][CH2:32]1.C1[CH2:42][O:41]CC1.[OH2:43]>C(OCC)(=O)C.[Os](=O)(=O)(=O)=O>[F:1][C:2]1[CH:7]=[CH:6][C:5]([F:8])=[CH:4][C:3]=1[C@H:9]1[CH2:13][CH2:12][CH2:11][N:10]1[C:14]1[CH:19]=[CH:18][N:17]2[N:20]=[CH:21][C:33]([C:32]([N:31]3[CH2:30][C:35]([OH:34])([CH2:42][OH:41])[CH2:36]3)=[O:43])=[C:16]2[CH:15]=1 |f:2.3|. Procedure: (R)-(5-(2-(2,5-difluorophenyl)pyrrolidin-1-yl)pyrazolo[1,5-a]pyridin-3-yl)(3-methyleneazetidin-1-yl)methanone (50 mg, 0.125 mmol) and 4-methylmorpholine N-oxide (44 mg, 0.379 mmol) were dissolved in THF/Water (4:1, 2.0 ml) followed by the addition of Osmium tetroxide (1.38 mg, 0.006 mmol). Reaction mass was stirred for 16 h at 25° C., diluted with ethyl acetate and the organic layer was washed with water, NaOCl solution, followed by brine, dried over anhydrous sodium sulphate and concentrated un... Reaction SMILES: [Br:36][CH2:37][C:38](=[O:39])[NH2:40].[Br:9][c:10]1[cH:11][cH:12][c:13]2[c:17]([cH:18]1)[NH:16][C:15](=[O:19])[C:14]21[CH:20]([C:33](=[CH2:34])[CH3:35])[NH:21][C:22](=[O:32])[CH2:23][CH:24]1[c:25]1[cH:26][c:27]([Cl:31])[cH:28][cH:29][cH:30]1.[C:41](=[O:42])([O-:43])[O-:44].[CH3:1][O:2][CH:3]([CH3:4])[Si:5]([CH3:6])([CH3:7])[CH3:8].[CH3:47][CH2:48][O:49][C:50](=[O:51])[CH3:52].[Cs+:45].[Cs+:46].[O:53]=[CH:54][N:55]([CH3:56])[CH3:57]>>[Br:9][c:10]1[cH:11][cH:12][c:13]2[c:17]([cH:18]1)[NH:16][C:15](=[O:19])[C:14]21[CH:20]([C:33](=[CH2:34])[CH3:35])[N:21]([CH2:37][C:38](=[O:39])[NH2:40])[C:22](=[O:32])[CH2:23][CH:24]1[c:25]1[cH:26][c:27]([Cl:31])[cH:28][cH:29][cH:30]1.[CH3:1][O:2][CH:3]([CH3:4])[Si:5]([CH3:6])([CH3:7])[CH3:8]. Yields the product C=C(C)C1N(CC(N)=O)C(=O)CC(c2cccc(Cl)c2)C12C(=O)Nc1cc(Br)ccc12, COC(C)[Si](C)(C)C. The reactants are NC(=O)CBr, C=C(C)C1NC(=O)CC(c2cccc(Cl)c2)C12C(=O)Nc1cc(Br)ccc12, O=C([O-])[O-], COC(C)[Si](C)(C)C, CCOC(C)=O, [Cs+], [Cs+], CN(C)C=O. The reactants are O1C(OCCC1)C1=CC(=C(C=C1)C=1SC2=NC(=CC=C2N1)C(=O)C1CCOCC1)F ((2-(4-(1,3-dioxan-2-yl)-2-fluorophenyl)thiazolo[5,4-b]pyridine-5-yl)(tetrahydro-2H-pyran-4-yl)methanone), C[Si](C)(C)C[Mg]Cl (trimethylsilylmethylmagnesium chloride), solution, CC(C)([O-])C.[K+] (potassium tert-butoxide), CC(C)([O-])C.[K+] (potassium tert-butoxide). The solvent is C1CCOC1 (THF), C1CCOC1 (THF), C1CCOC1 (THF). Conditions: temperature 0 celsius, time 10 minute. Yields the product O1C(OCCC1)C1=CC(=C(C=C1)C=1SC2=NC(=CC=C2N1)C(=C)C1CCOCC1)F (2-(4-(1,3-dioxan-2-yl)-2-fluorophenyl)-5-(1-(tetrahydro-2H-pyran-4-yl)vinyl)thiazolo[5,4-b]pyridine). RXN SMILES: [O:1]1[CH2:6][CH2:5][CH2:4][O:3][CH:2]1[C:7]1[CH:12]=[CH:11][C:10]([C:13]2[S:14][C:15]3[C:20]([N:21]=2)=[CH:19][CH:18]=[C:17]([C:22]([CH:24]2[CH2:29][CH2:28][O:27][CH2:26][CH2:25]2)=O)[N:16]=3)=[C:9]([F:30])[CH:8]=1.[CH3:31][Si](C[Mg]Cl)(C)C.CC(C)([O-])C.[K+]>C1COCC1>[O:3]1[CH2:4][CH2:5][CH2:6][O:1][CH:2]1[C:7]1[CH:12]=[CH:11][C:10]([C:13]2[S:14][C:15]3[C:20]([N:21]=2)=[CH:19][CH:18]=[C:17]([C:22]([CH:24]2[CH2:25][CH2:26][O:27][CH2:28][CH2:29]2)=[CH2:31])[N:16]=3)=[C:9]([F:30])[CH:8]=1 |f:2.3|. Procedure details: To a slurry of (2-(4-(1,3-dioxan-2-yl)-2-fluorophenyl)thiazolo[5,4-b]pyridine-5-yl)(tetrahydro-2H-pyran-4-yl)methanone (0.408 g, 0.952 mmol) in 20 mL THF at ambient temp was added trimethylsilylmethylmagnesium chloride, 1.1 M solution in THF (1.472 mL, 1.619 mmol) dropwise via syringe. The reaction mixture became clear and dark brown. After 10 min, the reaction mixture became light orange and was cooled to 0° C. and was quenched by careful dropwise addition of sat'd aq NH4Cl. The reaction mixtur... Starting materials: C(#N)[BH3-].[Na+] (sodium cyanoborohydride), C1(=CC=CC=C1)C1=CC=NC=2N1N=CC2C(=O)N (7-Phenylpyrazolo[1,5-a]pyrimidine-3-carboxamide), ice. Solvent: C(C)(=O)O (acetic acid). Conditions: time 3.5 hour. The product is C1(=CC=CC=C1)C1=CCNC=2N1N=CC2C(=O)N (4,5-Dihydro-7-phenylpyrazolo[1,5-a]pyrimidine-3-carboxamide). RXN SMILES: [C:1]1([C:7]2[N:12]3[N:13]=[CH:14][C:15]([C:16]([NH2:18])=[O:17])=[C:11]3[N:10]=[CH:9][CH:8]=2)[CH:6]=[CH:5][CH:4]=[CH:3][CH:2]=1.C([BH3-])#N.[Na+]>C(O)(=O)C>[C:1]1([C:7]2[N:12]3[N:13]=[CH:14][C:15]([C:16]([NH2:18])=[O:17])=[C:11]3[NH:10][CH2:9][CH:8]=2)[CH:2]=[CH:3][CH:4]=[CH:5][CH:6]=1 |f:1.2|. Procedure details: A 6.0 g amount of 7-phenylpyrazolo[1,5-a]-pyrimidine-3-carboxamide (prepared as described in Example 2) was stirred under nitrogen as a suspension in 120 ml of glacial acetic acid (cooled in an ice bath) and then 3.5 g of sodium cyanoborohydride was added to the reaction mixture in portions. After one hour of stirring in the ice bath, the mixture was stirred at room temperature for 3.5 hours at which time the original solid dissolved. Stirring was continued for one hour longer then the solution ... Reactants: ClCCCl, CCOC(=O)c1cc2c(-c3ccc(F)cc3F)nn(Cc3ccc(OC)cc3)c2s1, O=C(O)C(F)(F)F. Yields the product CCOC(=O)c1cc2c(-c3ccc(F)cc3F)n[nH]c2s1. Reaction SMILES: [Cl:31][CH2:32][CH2:33][Cl:34].[F:1][c:2]1[c:3](-[c:9]2[c:10]3[c:11]([n:12]([CH2:14][c:15]4[cH:16][cH:17][c:18]([O:19][CH3:20])[cH:21][cH:22]4)[n:13]2)[s:23][c:24]([C:26](=[O:27])[O:28][CH2:29][CH3:30])[cH:25]3)[cH:4][cH:5][c:6]([F:8])[cH:7]1.[OH:35][C:36]([C:37]([F:38])([F:39])[F:40])=[O:41]>>[F:1][c:2]1[c:3](-[c:9]2[c:10]3[c:11]([nH:12][n:13]2)[s:23][c:24]([C:26](=[O:27])[O:28][CH2:29][CH3:30])[cH:25]3)[cH:4][cH:5][c:6]([F:8])[cH:7]1. The reactants are N,N-dimethylaminopyridine, C(=O)(N1C=NC=C1)N1C=NC=C1 (1,1′-carbonyldiimidazole), C1(=CC=CC=C1)CCC=1NC2=C(N1)C=CC=C2C(=O)O (2-(2-phenylethyl)benzimidazole-4-carboxylic acid), [Cl-].[Mg+2].[Cl-] (magnesium chloride), magnesium salt, C([O-])(O)=O.[Na+] (sodium bicarbonate), Cl (hydrochloric acid). Solvent: ice water, O1CCCC1 (tetrahydrofuran), CN(C(C)=O)C (N,N-dimethylacetamide), ClCCl (dichloromethane), N1=CC=CC=C1 (Pyridine), CN(C(C)=O)C (N,N-dimethylacetamide). Run at time 1.5 hour. Product: CN(C(CC(=O)C1=CC=CC=2N=C(NC21)CCC2=CC=CC=C2)=O)C (3-(2-(2-phenylethyl)benzimidazol-4-yl)-3-oxopropanoic acid dimethylamide). RXN SMILES: [Cl-].[Mg+2].[Cl-].[C:4](N1C=CN=C1)([N:6]1[CH:10]=[CH:9]N=[CH:7]1)=O.[C:16]1([CH2:22][CH2:23][C:24]2[NH:25][C:26]3[C:32]([C:33]([OH:35])=O)=[CH:31][CH:30]=[CH:29][C:27]=3[N:28]=2)[CH:21]=[CH:20][CH:19]=[CH:18][CH:17]=1.Cl.C(=O)(O)[O-:38].[Na+]>CN(C)C(=O)C.O1CCCC1.ClCCl.N1C=CC=CC=1>[CH3:4][N:6]([CH3:7])[C:10](=[O:38])[CH2:9][C:33]([C:32]1[C:26]2[NH:25][C:24]([CH2:23][CH2:22][C:16]3[CH:17]=[CH:18][CH:19]=[CH:20][CH:21]=3)=[N:28][C:27]=2[CH:29]=[CH:30][CH:31]=1)=[O:35] |f:0.1.2,6.7|. Procedure details: Pyridine (0.365 mL) and magnesium chloride (215 mg) were added to dry dichloromethane (2.2 mL) solution of N,N-dimethylacetamide, and the mixture was vigorously stirred at room temperature for 1.5 hours under an atmosphere of argon. Next, a catalytically effective amount of N,N-dimethylaminopyridine and 1,1′-carbonyldiimidazole (134 mg) were added to anhydrous tetrahydrofuran (2 mL) suspension of 2-(2-phenylethyl)benzimidazole-4-carboxylic acid (0.2 g) obtained in Reference Example 3, and the mi... Reactants: [O-]Cl, Cl, [Na+], [Na+], CC(=O)c1ccc2c(c1)CCO2, O=S([O-])O. The product is O=C(O)c1ccc2c(c1)CCO2. RXN SMILES: [Cl:13][O-:14].[ClH:21].[Na+:15].[Na+:20].[O:1]1[CH2:2][CH2:3][c:4]2[c:5]1[cH:6][cH:7][c:8]([C:10]([CH3:11])=[O:12])[cH:9]2.[S:16]([O-:17])(=[O:18])[OH:19]>>[O:1]1[CH2:2][CH2:3][c:4]2[c:5]1[cH:6][cH:7][c:8]([C:10]([OH:12])=[O:17])[cH:9]2. The reactants are ClC1=CC(=NC=N1)C(=O)N1CCC2=CC(=CC=C12)F ((6-chloro-pyrimidin-4-yl)-(5-fluoro-2,3-dihydro-indol-1-yl)-methanone), N1CCC(CC1)N1C(NC2=C(C1)C=NC=C2)=O (3-piperidin-4-yl-3,4-dihydro-1H-pyrido[4,3-d]pyrimidin-2-one), CCN(C(C)C)C(C)C (DIPEA). Run in CN(C)C=O (DMF). Product: FC=1C=C2CCN(C2=CC1)C(=O)C1=CC(=NC=N1)N1CCC(CC1)N1C(NC2=C(C1)C=NC=C2)=O (3-{1-[6-(5-fluoro-2,3-dihydro-indole-1-carbonyl)-pyrimidin-4-yl]-piperidin-4-yl}-3,4-dihydro-1H-pyrido[4,3-d]pyrimidin-2-one). RXN SMILES: Cl[C:2]1[N:7]=[CH:6][N:5]=[C:4]([C:8]([N:10]2[C:18]3[C:13](=[CH:14][C:15]([F:19])=[CH:16][CH:17]=3)[CH2:12][CH2:11]2)=[O:9])[CH:3]=1.[NH:20]1[CH2:25][CH2:24][CH:23]([N:26]2[CH2:31][C:30]3[CH:32]=[N:33][CH:34]=[CH:35][C:29]=3[NH:28][C:27]2=[O:36])[CH2:22][CH2:21]1.CCN(C(C)C)C(C)C>CN(C=O)C>[F:19][C:15]1[CH:14]=[C:13]2[C:18](=[CH:17][CH:16]=1)[N:10]([C:8]([C:4]1[N:5]=[CH:6][N:7]=[C:2]([N:20]3[CH2:21][CH2:22][CH:23]([N:26]4[CH2:31][C:30]5[CH:32]=[N:33][CH:34]=[CH:35][C:29]=5[NH:28][C:27]4=[O:36])[CH2:24][CH2:25]3)[CH:3]=1)=[O:9])[CH2:11][CH2:12]2. Reported procedure: 70 mg (0.25 mmol) (6-chloro-pyrimidin-4-yl)-(5-fluoro-2,3-dihydro-indol-1-yl)-methanone, 60 mg (0.26 mmol) 3-piperidin-4-yl-3,4-dihydro-1H-pyrido[4,3-d]pyrimidin-2-one and 50 μL (0.30 mmol) DIPEA in 5.0 mL DMF were shaken for 2 h at RT. Then the reaction mixture was poured onto water, stirred and the precipitate formed was suction filtered. This was washed with diisopropylether and dried.